This data is from the Open Reaction Database (ORD), a public repository of structured organic reaction records. The task is: describe an organic reaction: reactants, conditions, products, and yield The reactants are CC1N(CCCC1)CC=1N=C(OC1)C1=CC=C(C=C1)C=1C=NC=CC1 ((+/−)-3-{4-[4-(2-Methyl-piperidin-1-ylmethyl)-oxazol-2-yl]-phenyl}-pyridine), Cl (hydrochloric acid). The solvent is ClCCl (dichloromethane), C(C)OCC (diethyl ether). Yields the product Cl.Cl.CC1N(CCCC1)CC=1N=C(OC1)C1=CC=C(C=C1)C=1C=NC=CC1 ((+/−)-3-{4-[4-(2-Methyl-piperidin-1-ylmethyl)-oxazol-2-yl]-phenyl}-pyridine dihydrochloride salt). As a reaction SMILES: [CH3:1][CH:2]1[CH2:7][CH2:6][CH2:5][CH2:4][N:3]1[CH2:8][C:9]1[N:10]=[C:11]([C:14]2[CH:19]=[CH:18][C:17]([C:20]3[CH:21]=[N:22][CH:23]=[CH:24][CH:25]=3)=[CH:16][CH:15]=2)[O:12][CH:13]=1.[ClH:26]>ClCCl.C(OCC)C>[ClH:26].[ClH:26].[CH3:1][CH:2]1[CH2:7][CH2:6][CH2:5][CH2:4][N:3]1[CH2:8][C:9]1[N:10]=[C:11]([C:14]2[CH:19]=[CH:18][C:17]([C:20]3[CH:21]=[N:22][CH:23]=[CH:24][CH:25]=3)=[CH:16][CH:15]=2)[O:12][CH:13]=1 |f:4.5.6|. Reported procedure: Dissolve 3-{4-[4-(2-Methyl-piperidin-1-ylmethyl)-oxazol-2-yl]-phenyl}-pyridine (See Example 22) in minimal dichloromethane and add 1M hydrochloric acid in diethyl ether until the solution is cloudy. Add hexane and concentrate in vacuo to yield the titled compound. MS (m/e): 334.1 (M+1) Reactants: ClC1=CC(=NC=C1C(=O)OCC)Cl (ethyl 4,6-dichloronicotinate), COC1=CC=C(CN)C=C1 ((4-methoxybenzyl)amine), TEA. The solvent is CS(=O)C (DMSO). Product: ClC1=NC=C(C(=O)OCC)C(=C1)NCC1=CC=C(C=C1)OC (ethyl 6-chloro-4-(4-methoxybenzylamino)nicotinate). The yield is 89.6%. RXN SMILES: Cl[C:2]1[C:7]([C:8]([O:10][CH2:11][CH3:12])=[O:9])=[CH:6][N:5]=[C:4]([Cl:13])[CH:3]=1.[CH3:14][O:15][C:16]1[CH:23]=[CH:22][C:19]([CH2:20][NH2:21])=[CH:18][CH:17]=1>CS(C)=O>[Cl:13][C:4]1[CH:3]=[C:2]([NH:21][CH2:20][C:19]2[CH:22]=[CH:23][C:16]([O:15][CH3:14])=[CH:17][CH:18]=2)[C:7]([C:8]([O:10][CH2:11][CH3:12])=[O:9])=[CH:6][N:5]=1. Reported procedure: Stir a mixture of ethyl 4,6-dichloronicotinate (16 g, 73.1 mmol), (4-methoxybenzyl)amine (10 g, 73.1 mmol), and TEA (15.2 g, 146 mmol) in DMSO (150 mL) at RT overnight. Add EtOAc, wash with water (2×), then brine (1×), dry the organics over MgSO4 and concentrate to afford the title compound (21 g, 90%). 1H NMR (300 MHz, CDCl3): δ 8.62 (s, 1H), 8.39 (s, 1H), 7.16 (d, J=8.7 Hz, 2H), 6.85-6.80 (m, 2H), 6.49 (s, 1H), 4.33-4.25 (m, 4H), 3.77 (s, 3H), 1.31 (t, J=6.9 Hz, 3H). Starting materials: C(C)C1=CC=C(C=C1)C1CC(CN(C1)C(=O)N1CCC(CC1)O)C(=O)O (5-(4-Ethylphenyl)-1-[(4-hydroxypiperidin-1-yl)carbonyl]piperidine-3-carboxylic acid), ON=C(N)C1=NC=CC=N1 (N′-hydroxypyrimidine-2-carboximidamide). The product is C(C)C1=CC=C(C=C1)C1CN(CC(C1)C1=NC(=NO1)C1=NC=CC=N1)C(=O)N1CCC(CC1)O ({3-(4-Ethylphenyl)-5-[3-(pyrimidin-2-yl)-1,2,4-oxadiazol-5-yl]piperidin-1-yl}(4-hydroxypiperidin-1-yl)methanone). As a reaction SMILES: [CH2:1]([C:3]1[CH:8]=[CH:7][C:6]([CH:9]2[CH2:14][N:13]([C:15]([N:17]3[CH2:22][CH2:21][CH:20]([OH:23])[CH2:19][CH2:18]3)=[O:16])[CH2:12][CH:11]([C:24]([OH:26])=O)[CH2:10]2)=[CH:5][CH:4]=1)[CH3:2].O[N:28]=[C:29]([C:31]1[N:36]=[CH:35][CH:34]=[CH:33][N:32]=1)[NH2:30]>>[CH2:1]([C:3]1[CH:8]=[CH:7][C:6]([CH:9]2[CH2:10][CH:11]([C:24]3[O:26][N:30]=[C:29]([C:31]4[N:36]=[CH:35][CH:34]=[CH:33][N:32]=4)[N:28]=3)[CH2:12][N:13]([C:15]([N:17]3[CH2:18][CH2:19][CH:20]([OH:23])[CH2:21][CH2:22]3)=[O:16])[CH2:14]2)=[CH:5][CH:4]=1)[CH3:2]. Procedure: 80 mg (0.22 mmol) of 5-(4-ethylphenyl)-1-[(4-hydroxypiperidin-1-yl)carbonyl]piperidine-3-carboxylic acid (Example 59A) and 46 mg (0.33 mmol) of N′-hydroxypyrimidine-2-carboximidamide were reacted according to the General Method 2. Yield: 66 mg (64% of theory) Reactants: C1CCNCC1, CCO, O=C(C=Cc1cccc([N+](=O)[O-])c1)c1ccccc1, CCOC(=O)C[N+](=O)[O-], C1COCCO1. The product is CCOC(=O)C(C(CC(=O)c1ccccc1)c1cccc([N+](=O)[O-])c1)[N+](=O)[O-]. As a reaction SMILES: [CH2:29]1[CH2:30][CH2:31][NH:32][CH2:33][CH2:34]1.[CH3:41][CH2:42][OH:43].[N+:1](=[O:2])([O-:3])[c:4]1[cH:5][c:6]([CH:10]=[CH:11][C:12](=[O:13])[c:14]2[cH:15][cH:16][cH:17][cH:18][cH:19]2)[cH:7][cH:8][cH:9]1.[N+:20](=[O:21])([O-:22])[CH2:23][C:24](=[O:25])[O:26][CH2:27][CH3:28].[O:35]1[CH2:36][CH2:37][O:38][CH2:39][CH2:40]1>>[N+:1](=[O:2])([O-:3])[c:4]1[cH:5][c:6]([CH:10]([CH2:11][C:12](=[O:13])[c:14]2[cH:15][cH:16][cH:17][cH:18][cH:19]2)[CH:23]([N+:20](=[O:21])[O-:22])[C:24](=[O:25])[O:26][CH2:27][CH3:28])[cH:7][cH:8][cH:9]1. Reactants: FC1=C(OC2=CC3=C(NC(=N3)C3=NC=CC=C3)C=C2OC=2C=NC(=CC2)S(=O)(=O)CC)C=CC=C1 (5-(2-Fluoro-phenoxy)-2-pyridin-2-yl-6-(6-ethanesulfonyl-pyridin-3-yloxy)-1H-benzimidazole), COC(=N)C1=NC=CN=C1 (methylpyrazin-2-imidate). Yields the product FC1=C(OC2=CC3=C(NC(=N3)C3=NC=CN=C3)C=C2OC=2C=NC(=CC2)S(=O)(=O)CC)C=CC=C1 (5-(2-Fluoro-phenoxy)-2-pyrazin-2-yl-6-(6-ethanesulfonyl-pyridin-3-yloxy)-1H-benzimidazole). RXN SMILES: [F:1][C:2]1[CH:35]=[CH:34][CH:33]=[CH:32][C:3]=1[O:4][C:5]1[C:19]([O:20][C:21]2[CH:22]=[N:23][C:24]([S:27]([CH2:30][CH3:31])(=[O:29])=[O:28])=[CH:25][CH:26]=2)=[CH:18][C:8]2[NH:9][C:10]([C:12]3[CH:17]=C[CH:15]=[CH:14][N:13]=3)=[N:11][C:7]=2[CH:6]=1.COC(C1C=NC=CN=1)=[NH:39]>>[F:1][C:2]1[CH:35]=[CH:34][CH:33]=[CH:32][C:3]=1[O:4][C:5]1[C:19]([O:20][C:21]2[CH:22]=[N:23][C:24]([S:27]([CH2:30][CH3:31])(=[O:28])=[O:29])=[CH:25][CH:26]=2)=[CH:18][C:8]2[NH:9][C:10]([C:12]3[CH:17]=[N:39][CH:15]=[CH:14][N:13]=3)=[N:11][C:7]=2[CH:6]=1. Procedure details: The entitled compound was obtained as a brown solid in the same method as in Example 205 or in accordance with the method or by combining it with an ordinary method but using 4-(2-fluoro-phenoxy)-5-(6-ethanesulfonyl-pyridin-3-yloxy)-benzene-1,2-diamine obtained in Example 223 and methylpyrazin-2-imidate.